This data is from the Open Reaction Database (ORD), a public repository of structured organic reaction records. The task is: describe an organic reaction: reactants, conditions, products, and yield The reactants are CC(C)(C)c1cccc2c1CCC(O)(CO)C2O[SiH](c1ccccc1)c1ccccc1, O=C(Cl)N(c1ccc(F)cc1)c1ccc(F)cc1, c1ccncc1. The product is CC(C)(C)c1cccc2c1CCC(O)(COC(=O)N(c1ccc(F)cc1)c1ccc(F)cc1)C2O[SiH](c1ccccc1)c1ccccc1. RXN SMILES: [C:1]([CH3:2])([CH3:3])([CH3:4])[c:5]1[c:6]2[c:11]([cH:12][cH:13][cH:14]1)[CH:10]([O:15][SiH:16]([c:17]1[cH:18][cH:19][cH:20][cH:21][cH:22]1)[c:23]1[cH:24][cH:25][cH:26][cH:27][cH:28]1)[C:9]([CH2:29][OH:30])([OH:31])[CH2:8][CH2:7]2.[F:32][c:33]1[cH:34][cH:35][c:36]([N:39]([C:40](=[O:41])[Cl:42])[c:43]2[cH:44][cH:45][c:46]([F:49])[cH:47][cH:48]2)[cH:37][cH:38]1.[cH:50]1[cH:51][cH:52][n:53][cH:54][cH:55]1>>[C:1]([CH3:2])([CH3:3])([CH3:4])[c:5]1[c:6]2[c:11]([cH:12][cH:13][cH:14]1)[CH:10]([O:15][SiH:16]([c:17]1[cH:18][cH:19][cH:20][cH:21][cH:22]1)[c:23]1[cH:24][cH:25][cH:26][cH:27][cH:28]1)[C:9]([CH2:29][O:30][C:40]([N:39]([c:36]1[cH:35][cH:34][c:33]([F:32])[cH:38][cH:37]1)[c:43]1[cH:44][cH:45][c:46]([F:49])[cH:47][cH:48]1)=[O:41])([OH:31])[CH2:8][CH2:7]2. The reactants are N1=NC(=CC=C1)NC(OCC(Cl)(Cl)Cl)=O (2,2,2-trichloroethyl pyridazin-3-ylcarbamate), C1(=CC=CC=C1)C1=NSC(=N1)N1CCNCC1 (1-(3-phenyl-1,2,4-thiadiazol-5-yl)piperazine), C(C)(C)N(CC)C(C)C (diisopropylethylamine), CS(=O)C (dimethylsulfoxide). The solvent is O (water). Product: C1(=CC=CC=C1)C1=NSC(=N1)N1CCN(CC1)C(=O)NC=1N=NC=CC1 (4-(3-Phenyl-1,2,4-thiadiazol-5-yl)-N-pyridazin-3-ylpiperazine-1-carboxamide). Yield: 43.1%. RXN SMILES: [N:1]1[CH:6]=[CH:5][CH:4]=[C:3]([NH:7][C:8](=[O:15])OCC(Cl)(Cl)Cl)[N:2]=1.[C:16]1([C:22]2[N:26]=[C:25]([N:27]3[CH2:32][CH2:31][NH:30][CH2:29][CH2:28]3)[S:24][N:23]=2)[CH:21]=[CH:20][CH:19]=[CH:18][CH:17]=1.C(N(C(C)C)CC)(C)C.CS(C)=O>O>[C:16]1([C:22]2[N:26]=[C:25]([N:27]3[CH2:32][CH2:31][N:30]([C:8]([NH:7][C:3]4[N:2]=[N:1][CH:6]=[CH:5][CH:4]=4)=[O:15])[CH2:29][CH2:28]3)[S:24][N:23]=2)[CH:17]=[CH:18][CH:19]=[CH:20][CH:21]=1. Procedure details: A solution of 2,2,2-trichloroethyl pyridazin-3-ylcarbamate (200 mg, 0.793 mmol), 1-(3-phenyl-1,2,4-thiadiazol-5-yl)piperazine (182 mg, 0.739 mmol), diisopropylethylamine (0.129 ml, 0.739 mmol) and dimethylsulfoxide (3 ml) was stirred at 70° C. for 12 hours, the reaction mixture was poured into water and a solid was collected by filtration. This was recrystallized from ethyl acetate to obtain the desired product (117 mg, 43.0%) as a solid. mp 185-186° C. The reactants are ClC1=C(C(=O)NC2=C(C=CC=C2)[N+](=O)[O-])C=C(C=C1)[N+](=O)[O-] (2-Chloro-5-nitro-N-(2-nitro-phenyl)benzamide), crude mixture. Reagents/catalysts: [Fe] (Iron). The solvent is C1(=CC=CC=C1)C (toluene), C(C)(=O)O (acetic acid). Reaction conditions: temperature 125 celsius. The product is N1C(=NC2=C1C=CC=C2)C=2C=C(C=CC2Cl)N (3-(1H-Benzoimidazol-2-yl)-4-chloro-phenylamine). Yield: 49.7%. As a reaction SMILES: [Cl:1][C:2]1[CH:19]=[CH:18][C:17]([N+:20]([O-])=O)=[CH:16][C:3]=1[C:4]([NH:6][C:7]1[CH:12]=[CH:11][CH:10]=[CH:9][C:8]=1[N+:13]([O-])=O)=O>C1(C)C=CC=CC=1.C(O)(=O)C.[Fe]>[NH:6]1[C:7]2[CH:12]=[CH:11][CH:10]=[CH:9][C:8]=2[N:13]=[C:4]1[C:3]1[CH:16]=[C:17]([NH2:20])[CH:18]=[CH:19][C:2]=1[Cl:1]. Reported procedure: Iron powder (15.42 g, 280 mmol) was added to a solution of amide 1 (15.00 g, 46.7 mmol) in toluene (125 ml) and acetic acid (60 nil). The mixture was heated at 125° C. for about 1 h (completion of the reaction was monitored by LCMS) and the resulting crude mixture was filtered through a cotton wool plug (to remove iron particles). The crude solution was evaporated to dryness, diluted with EtOAc, washed with saturated NaHCO3 then brine, dried over MgSO4, filtered, and concentrated at reduced pres... Product: NNc1nc(F)c(C(F)(F)F)cc1Cl. Starting materials: CCCO, Fc1nc(F)c(C(F)(F)F)cc1Cl, NN, O, O. RXN SMILES: [CH2:18]([OH:19])[CH2:20][CH3:21].[Cl:4][c:5]1[c:6]([F:16])[n:7][c:8]([F:15])[c:9]([C:11]([F:12])([F:13])[F:14])[cH:10]1.[NH2:2][NH2:3].[OH2:17].[OH2:1]>>[NH:2]([NH2:3])[c:6]1[c:5]([Cl:4])[cH:10][c:9]([C:11]([F:12])([F:13])[F:14])[c:8]([F:15])[n:7]1. The yield is 69.9%. As a reaction SMILES: C([O:8][C@@H:9]1[C@@H:13]2[NH:14][C@H:15]([CH2:16][OH:17])[C@H:10]1[O:11][C@@H:12]2[O:18][CH3:19])C1C=CC=CC=1.C(=O)([O-])O.[Na+].Cl[C:26]([O:28][CH2:29][C:30]1[CH:35]=[CH:34][CH:33]=[CH:32][CH:31]=1)=[O:27].O>CO.[OH-].[Pd+2].[OH-].[C]>[CH2:29]([O:28][C:26]([N:14]1[C@H:15]([CH2:16][OH:17])[C@@H:10]2[C@H:9]([OH:8])[C@H:13]1[C@H:12]([O:18][CH3:19])[O:11]2)=[O:27])[C:30]1[CH:35]=[CH:34][CH:33]=[CH:32][CH:31]=1 |f:1.2,6.7.8.9|. Procedure details: The compound (930 mg, 3.51 mmol) synthesized in Example 7 (7a) was dissolved in methanol (20 mL) and 20% palladium hydroxide-carbon (280 mg) was added thereto, followed by stirring of the mixture under a hydrogen atmosphere for 6 hours. After the catalyst was removed by celite filtration, the solvent was distilled off under reduced pressure. The residue was dissolved in ethyl acetate:saturated aqueous sodium hydrogencarbonate solution (2:1, 20 mL) and benzyl chloroformate (0.75 mL, 5.27 mmol) wa... The reactants are O (water), C(O)([O-])=O.[Na+] (sodium hydrogencarbonate), ClC(=O)OCC1=CC=CC=C1 (benzyl chloroformate), C(C1=CC=CC=C1)O[C@H]1[C@@H]2O[C@@H]([C@H]1N[C@@H]2CO)OC ((1R,3S,4S,6R,7R)-7-Benzyloxy-6-hydroxymethyl-3-methoxy-2-oxa-5-aza-bicyclo[2,2,1]heptane). Product: C(C1=CC=CC=C1)OC(=O)N1[C@@H]2[C@@H](O[C@H]([C@H]1CO)[C@@H]2O)OC ((1R,3R,4S,6R,7R)-7-Hydroxy-6-hydroxymethyl-3-methoxy-2-oxa-5-aza-bicyclo[2,2,1]heptane-5-carboxylic acid benzyl ester). Conditions: time 6 hour. Solvent: CO (methanol). Reagents/catalysts: [OH-].[Pd+2].[OH-].[C] (palladium hydroxide carbon). As a reaction SMILES: [BH4-:20].[CH3:22][CH2:23][OH:24].[Na+:21].[c:1]1([CH2:7][CH2:8][C:9](=[O:10])[c:11]2[cH:12][n:13][c:14]3[s:15][cH:16][c:17]([CH3:19])[n:18]23)[cH:2][cH:3][cH:4][cH:5][cH:6]1>>[c:1]1([CH2:7][CH2:8][CH:9]([OH:10])[c:11]2[cH:12][n:13][c:14]3[s:15][cH:16][c:17]([CH3:19])[n:18]23)[cH:2][cH:3][cH:4][cH:5][cH:6]1. The product is Cc1csc2ncc(C(O)CCc3ccccc3)n12. Reactants: [BH4-], CCO, [Na+], Cc1csc2ncc(C(=O)CCc3ccccc3)n12. Reactants: NC1=NC=C(C=C1C1=CC(=C(C(=O)O)C=C1)F)Br (4-(2-amino-5-bromopyridin-3-yl)-2-fluorobenzoic acid), N[C@H](CO)C1=CC(=CC=C1)Cl ((S)-2-amino-2-(3-chlorophenyl)ethanol), CCOC(=O)C (EtOAc), O (water). Run in C1CCOC1 (THF). Conditions: time 15 hour. The product is NC1=NC=C(C=C1C1=CC(=C(C(=O)N[C@H](CO)C2=CC(=CC=C2)Cl)C=C1)F)Br ((S)-4-(2-amino-5-bromopyridin-3-yl)-N-(1-(3-chlorophenyl)-2-hydroxyethyl)-2-fluorobenzamide). RXN SMILES: [NH2:1][C:2]1[C:7]([C:8]2[CH:16]=[CH:15][C:11]([C:12]([OH:14])=O)=[C:10]([F:17])[CH:9]=2)=[CH:6][C:5]([Br:18])=[CH:4][N:3]=1.[NH2:19][C@@H:20]([C:23]1[CH:28]=[CH:27][CH:26]=[C:25]([Cl:29])[CH:24]=1)[CH2:21][OH:22].O.CCOC(C)=O>C1COCC1>[NH2:1][C:2]1[C:7]([C:8]2[CH:16]=[CH:15][C:11]([C:12]([NH:19][C@@H:20]([C:23]3[CH:28]=[CH:27][CH:26]=[C:25]([Cl:29])[CH:24]=3)[CH2:21][OH:22])=[O:14])=[C:10]([F:17])[CH:9]=2)=[CH:6][C:5]([Br:18])=[CH:4][N:3]=1. Procedure: To a solution of 4-(2-amino-5-bromopyridin-3-yl)-2-fluorobenzoic acid (300 mg, 0.964 mmol) in THF (8.036 mL) was added (S)-2-amino-2-(3-chlorophenyl)ethanol (331 mg, 1.157 mmol). The reaction mixture was stirred for 15 h. After water was added, the reaction mixture was worked up with EtOAc, the organic layer was dried over anhydrous Na2SO4, filtered off and concentrated in vacuo. The crude (S)-4-(2-amino-5-bromopyridin-3-yl)-N-(1-(3-chlorophenyl)-2-hydroxyethyl)-2-fluorobenzamide was used for th...